From a dataset of the Open Reaction Database (ORD), a public repository of structured organic reaction records. describe an organic reaction: reactants, conditions, products, and yield Starting materials: ClC1=C(C(=O)O)C=C(C=C1)S(=O)O (2-Chloro-5-sulfino-benzoic acid), [OH-].[Na+] (NaOH), [OH-].[Na+] (NaOH), CI (Methyliodide). Solvent: CO (Methanol), O (water). The product is ClC1=C(C(=O)O)C=C(C=C1)S(=O)(=O)C (2-Chloro-5-methanesulfonyl-benzoic acid). RXN SMILES: [Cl:1][C:2]1[CH:10]=[CH:9][C:8]([S:11]([OH:13])=[O:12])=[CH:7][C:3]=1[C:4]([OH:6])=[O:5].[OH-].[Na+].[CH3:16]I>CO.O>[Cl:1][C:2]1[CH:10]=[CH:9][C:8]([S:11]([CH3:16])(=[O:13])=[O:12])=[CH:7][C:3]=1[C:4]([OH:6])=[O:5] |f:1.2|. Reported procedure: A mixture of 1 g (4 mmol)2-Chloro-5-sulfino-benzoic acid in 20 ml Methanol and 20 ml water was treated with 10N NaOH to pH=9 before adding 1.7 g (12 mmol) Methyliodide. The mixture was heated for 48 h to 80° C. with occasional addition of NaOH to maintain pH=9. After removal of all volatiles HCl conc. was added and the mixture was extracted with ethyl acetate. The combined organic layers were dried with MgSO4 and evaporated to dryness. The residue was taken up in methanol and subjected to revers...